From a dataset of the Open Reaction Database (ORD), a public repository of structured organic reaction records. describe an organic reaction: reactants, conditions, products, and yield Reactants: [Br-], Cc1nn(C)cc1-n1c(=O)[nH]c2cnc3ccc(Br)cc3c21, CCCC[N+](CCCC)(CCCC)CCCC, ClCCl, CI, [Na+], [OH-], O. The product is Cc1nn(C)cc1-n1c(=O)n(C)c2cnc3ccc(Br)cc3c21. RXN SMILES: [Br-:27].[Br:3][c:4]1[cH:5][c:6]2[c:7]3[c:8]([cH:9][n:10][c:11]2[cH:12][cH:13]1)[nH:14][c:15](=[O:24])[n:16]3-[c:17]1[c:18]([CH3:23])[n:19][n:20]([CH3:22])[cH:21]1.[CH3:28][CH2:29][CH2:30][CH2:31][N+:32]([CH2:33][CH2:34][CH2:35][CH3:36])([CH2:37][CH2:38][CH2:39][CH3:40])[CH2:41][CH2:42][CH2:43][CH3:44].[Cl:45][CH2:46][Cl:47].[I:25][CH3:26].[Na+:2].[OH-:1].[OH2:48]>>[Br:3][c:4]1[cH:5][c:6]2[c:7]3[c:8]([cH:9][n:10][c:11]2[cH:12][cH:13]1)[n:14]([CH3:26])[c:15](=[O:24])[n:16]3-[c:17]1[c:18]([CH3:23])[n:19][n:20]([CH3:22])[cH:21]1. Starting materials: [Br-].C(C)(=O)C=1C=[N+](C=CC1CC1C(C2=CC=C(C=C2CC1)OC)=O)CC1=CC(=CC=C1)F (2-[[3-acetyl-1-[(3-fluorophenyl)methyl]pyridin-1-ium-4-yl]methyl]-6-methoxy-tetralin-1-one bromide), C1C=CN(C=C1C(=O)N)CC2=CC=CC=C2 (BNAH). Product: C(C)(=O)C1=CN(C=CC1CC1C(C2=CC=C(C=C2CC1)OC)=O)CC1=CC(=CC=C1)F (2-[[3-acetyl-1-[(3-fluorophenyl)methyl]-4H-pyridin-4-yl]methyl]-6-methoxy-tetralin-1-one). RXN SMILES: [Br-].[C:2]([C:5]1[CH:6]=[N+:7]([CH2:25][C:26]2[CH:31]=[CH:30][CH:29]=[C:28]([F:32])[CH:27]=2)[CH:8]=[CH:9][C:10]=1[CH2:11][CH:12]1[CH2:21][CH2:20][C:19]2[C:14](=[CH:15][CH:16]=[C:17]([O:22][CH3:23])[CH:18]=2)[C:13]1=[O:24])(=[O:4])[CH3:3].C1C(C(N)=O)=CN(CC2C=CC=CC=2)C=C1>>[C:2]([C:5]1[CH:10]([CH2:11][CH:12]2[CH2:21][CH2:20][C:19]3[C:14](=[CH:15][CH:16]=[C:17]([O:22][CH3:23])[CH:18]=3)[C:13]2=[O:24])[CH:9]=[CH:8][N:7]([CH2:25][C:26]2[CH:31]=[CH:30][CH:29]=[C:28]([F:32])[CH:27]=2)[CH:6]=1)(=[O:4])[CH3:3] |f:0.1|. Reported procedure: The title compound 156 is prepared according to the procedure reported in Example 39.1 with compound 128 (70 mg, 0.14 mmol) and BNAH (30 mg, 1 equiv) as reactants. Yellow solid. (Yield 17 mg, 29%). Reactants: BrC1=NC(=CC=C1)N1N=CN=C1 (2-Bromo-6-(1H-[1,2,4]triazol-1-yl)pyridine), C(CCC)[Sn](C1=CN=C2N1C=CC(=N2)C(F)(F)F)(CCCC)CCCC (3-tributylstannyl-7-trifluoromethylimidazo[1,2-α]pyrimidine). The product is N1(N=CN=C1)C1=CC=CC(=N1)C1=CN=C2N1C=CC(=N2)C(F)(F)F (3-[6-(1H-[1,2,4]triazol-1-yl)pyridin-2-yl]-7-trifluoromethylimidazo[1,2-α]pyrimidine). Yield: 31.3%. Reaction SMILES: Br[C:2]1[CH:7]=[CH:6][CH:5]=[C:4]([N:8]2[CH:12]=[N:11][CH:10]=[N:9]2)[N:3]=1.C([Sn](CCCC)(CCCC)[C:18]1[N:22]2[CH:23]=[CH:24][C:25]([C:27]([F:30])([F:29])[F:28])=[N:26][C:21]2=[N:20][CH:19]=1)CCC>>[N:8]1([C:4]2[N:3]=[C:2]([C:18]3[N:22]4[CH:23]=[CH:24][C:25]([C:27]([F:28])([F:29])[F:30])=[N:26][C:21]4=[N:20][CH:19]=3)[CH:7]=[CH:6][CH:5]=2)[CH:12]=[N:11][CH:10]=[N:9]1. Reported procedure: 2-Bromo-6-(1H-[1,2,4]triazol-1-yl)pyridine (0.25 g, 1.13 mmol) was coupled to 3-tributylstannyl-7-trifluoromethylimidazo[1,2-α]pyrimidine (1.13 mmol) by the method of Example 1. Purification by chromatography on silica gel eluting with ethyl acetate on a gradient of methanol (0-10%) and trituration with ethyl acetate gave 3-[6-(1H-[1,2,4]triazol-1-yl)pyridin-2-yl]-7-trifluoromethylimidazo[1,2-α]pyrimidine (117 mg) as a pale yellow solid: δH (400 MHz, CDCl3) 7.44 (1H, d, J 7), 7.84 (1H, d, J 8), ... Reactants: CN1CCc2c(N)c([N+](=O)[O-])cc(Br)c2C1, C1CCOC1. Yields the product CN1CCc2c(N)c(N)cc(Br)c2C1. Reaction SMILES: [Br:1][c:2]1[cH:3][c:4]([N+:14]([O-:15])=[O:16])[c:5]([NH2:13])[c:6]2[c:11]1[CH2:10][N:9]([CH3:12])[CH2:8][CH2:7]2.[CH2:17]1[O:18][CH2:19][CH2:20][CH2:21]1>>[Br:1][c:2]1[cH:3][c:4]([NH2:14])[c:5]([NH2:13])[c:6]2[c:11]1[CH2:10][N:9]([CH3:12])[CH2:8][CH2:7]2. Reactants: C(=O)(OC(C)(C)C)N1CCC(=CC1)C=1C=C(C=CC1)C1CC(=NN1C1=C(C=C(C=C1)F)F)C(C(F)(F)F)(F)F (5-[3-(1-BOC-1,2,3,6-tetrahydropyridin-4-yl)-phenyl]-1-(2,4-difluoro-phenyl)-3-pentafluoroethyl-4,5-dihydro-1H-pyrazole), FC(C(=O)O)(F)F (trifluoroacetic acid). The solvent is ClCCl (dichloromethane). Conditions: time 3 hour. The product is FC(C(=O)O)(F)F.FC1=C(C=CC(=C1)F)N1N=C(CC1C1=CC(=CC=C1)C=1CCNCC1)C(C(F)(F)F)(F)F (1-(2,4-difluoro-phenyl)-5-[3-(1,2,3,6-tetrahydropyridin-4-yl)-phenyl]-3-pentafluoroethyl-4,5-dihydro-1H-pyrazole trifluoroacetate). Yield: 108.7%. Reaction SMILES: C([N:8]1[CH2:13][CH:12]=[C:11]([C:14]2[CH:15]=[C:16]([CH:20]3[N:24]([C:25]4[CH:30]=[CH:29][C:28]([F:31])=[CH:27][C:26]=4[F:32])[N:23]=[C:22]([C:33]([F:39])([F:38])[C:34]([F:37])([F:36])[F:35])[CH2:21]3)[CH:17]=[CH:18][CH:19]=2)[CH2:10][CH2:9]1)(OC(C)(C)C)=O.[F:40][C:41]([F:46])([F:45])[C:42]([OH:44])=[O:43]>ClCCl>[F:40][C:41]([F:46])([F:45])[C:42]([OH:44])=[O:43].[F:32][C:26]1[CH:27]=[C:28]([F:31])[CH:29]=[CH:30][C:25]=1[N:24]1[CH:20]([C:16]2[CH:17]=[CH:18][CH:19]=[C:14]([C:11]3[CH2:12][CH2:13][NH:8][CH2:9][CH:10]=3)[CH:15]=2)[CH2:21][C:22]([C:33]([F:38])([F:39])[C:34]([F:36])([F:37])[F:35])=[N:23]1 |f:3.4|. Procedure details: 5-[3-(1-BOC-1,2,3,6-tetrahydropyridin-4-yl)-phenyl]-1-(2,4-difluoro-phenyl)-3-pentafluoroethyl-4,5-dihydro-1H-pyrazole (800.0 mg, 1.32 mmol) prepared in Example 60 and trifluoroacetic acid (1011.0 uL, 13.21 mmol) were added at 0° C. to dichloromethane (6.6 mL). The reaction mixture was stirred at room temperature for 3 hours and then concentrated under reduced pressure to give 820.0 mg of the titled compound as a yellow liquid. The reactants are IC=1N=CN2C1SC=C2 (7-iodoimidazo[5,1-b]thiazole), N1=CC=C(C=C1)C=O (pyridine-4-aldehyde). Yields the product N1=CC=C(C=C1)C(C=1N=CN2C1SC=C2)O (7-[(Pyridin-4-yl)hydroxymethyl]imidazo[5,1-b]-thiazole). RXN SMILES: I[C:2]1[N:3]=[CH:4][N:5]2[CH:9]=[CH:8][S:7][C:6]=12.[N:10]1[CH:15]=[CH:14][C:13]([CH:16]=[O:17])=[CH:12][CH:11]=1>>[N:10]1[CH:15]=[CH:14][C:13]([CH:16]([OH:17])[C:2]2[N:3]=[CH:4][N:5]3[CH:9]=[CH:8][S:7][C:6]=23)=[CH:12][CH:11]=1. Procedure details: 7-[(Pyridin-4-yl)hydroxymethyl]imidazo[5,1-b]-thiazole (1.32 g) was prepared in the same manner as in step a) of Synthesis Example 1, except that 2.50 g of 7-iodoimidazo[5,1-b]thiazole and 1.05 ml of pyridine-4-aldehyde were used as the starting compounds. Starting materials: CNCCO, Clc1nc2ccccc2o1, C1CCOC1. The product is CN(CCO)c1nc2ccccc2o1. As a reaction SMILES: [CH3:11][NH:12][CH2:13][CH2:14][OH:15].[Cl:1][c:2]1[o:3][c:4]2[c:5]([n:6]1)[cH:7][cH:8][cH:9][cH:10]2.[O:16]1[CH2:17][CH2:18][CH2:19][CH2:20]1>>[c:2]1([N:12]([CH3:11])[CH2:13][CH2:14][OH:15])[o:3][c:4]2[c:5]([n:6]1)[cH:7][cH:8][cH:9][cH:10]2.